Task: describe an organic reaction: reactants, conditions, products, and yield. Dataset: the Open Reaction Database (ORD), a public repository of structured organic reaction records The reactants are Cl[Mg]C[Si](C)(C)C (effective_coupling_partner), n1cccc(ccc(OC(=O)N(C)C)c2([Si](C)(C)C))c12 (substrate). Run at temperature 25 celsius, time 16 hour. Yields the product n1cccc(ccc(C[Si](C)(C)C)c2([Si](C)(C)C))c12. Starting materials: BrC1=C(C=NN1C(C)(C)C)C(=O)N (5-bromo-1-tert-butyl-1H-pyrazole-4-carboxamide), COC=1C=CC(=CC1)P2(=S)SP(=S)(S2)C=3C=CC(=CC3)OC (Lawesson's reagent). The solvent is C1CCOC1 (THF). The product is BrC1=C(C=NN1C(C)(C)C)C(N)=S (5-bromo-1-tert-butyl-1H-pyrazole-4-carbothioamide). Isolated yield 81.3%. RXN SMILES: [Br:1][C:2]1[N:6]([C:7]([CH3:10])([CH3:9])[CH3:8])[N:5]=[CH:4][C:3]=1[C:11]([NH2:13])=O.COC1C=CC(P2(SP(C3C=CC(OC)=CC=3)(=S)S2)=[S:23])=CC=1>C1COCC1>[Br:1][C:2]1[N:6]([C:7]([CH3:10])([CH3:9])[CH3:8])[N:5]=[CH:4][C:3]=1[C:11](=[S:23])[NH2:13]. Reported procedure: A solution of the compound (3.59 g, 14.59 mmol) obtained in step 4 and Lawesson's reagent (5.31 g, 13.13 mmol) in THF (60 mL) was stirred at 60° C. for 2 hr. The reaction mixture was concentrated under reduced pressure, and the residue was purified by NH-silica gel column chromatography (solvent gradient; 2→50% ethyl acetate/hexane) to give 5-bromo-1-tert-butyl-1H-pyrazole-4-carbothioamide (2.8 g, 10.68 mmol, 73%) as a pale-yellow powder. Reactants: BrC=1C=C(OCC(CN2CC3=CC=CC=C3CC2)O)C=CC1 (1-(3-bromophenoxy)-3-(3,4-dihydroisoquinolin-2(1H)-yl)propan-2-ol), CN1C=NC2=C1C=C(C=C2)B2OC(C(O2)(C)C)(C)C (1-methyl-6-(4,4,5,5-tetramethyl-1,3,2-dioxaborolan-2-yl)-1H-benzo[d]imidazole), C(=O)([O-])[O-].[Cs+].[Cs+] (Cs2CO3). Reagents/catalysts: C1=CC=C(C=C1)P([C-]2C=CC=C2)C3=CC=CC=C3.C1=CC=C(C=C1)P([C-]2C=CC=C2)C3=CC=CC=C3.Cl[Pd]Cl.[Fe+2] (Pd(dppf)Cl2). The solvent is O1CCOCC1.O (Dioxane H2O). Run at temperature 120 celsius. The product is C1N(CCC2=CC=CC=C12)CC(COC1=CC(=CC=C1)C=1C=CC2=C(N(C=N2)C)C1)O (1-(3,4-dihydroisoquinolin-2(1H)-yl)-3-(3-(1-methyl-1H-benzo[d]imidazol-6-yl)phenoxy)propan-2-ol). Isolated yield 26.4%. RXN SMILES: Br[C:2]1[CH:3]=[C:4]([CH:20]=[CH:21][CH:22]=1)[O:5][CH2:6][CH:7]([OH:19])[CH2:8][N:9]1[CH2:18][CH2:17][C:16]2[C:11](=[CH:12][CH:13]=[CH:14][CH:15]=2)[CH2:10]1.[CH3:23][N:24]1[C:28]2[CH:29]=[C:30](B3OC(C)(C)C(C)(C)O3)[CH:31]=[CH:32][C:27]=2[N:26]=[CH:25]1.C([O-])([O-])=O.[Cs+].[Cs+]>C1C=CC(P(C2C=CC=CC=2)[C-]2C=CC=C2)=CC=1.C1C=CC(P(C2C=CC=CC=2)[C-]2C=CC=C2)=CC=1.Cl[Pd]Cl.[Fe+2].O1CCOCC1.O>[CH2:10]1[C:11]2[C:16](=[CH:15][CH:14]=[CH:13][CH:12]=2)[CH2:17][CH2:18][N:9]1[CH2:8][CH:7]([OH:19])[CH2:6][O:5][C:4]1[CH:20]=[CH:21][CH:22]=[C:2]([C:30]2[CH:31]=[CH:32][C:27]3[N:26]=[CH:25][N:24]([CH3:23])[C:28]=3[CH:29]=2)[CH:3]=1 |f:2.3.4,5.6.7.8,9.10|. Procedure details: To a solution of 1-(3-bromophenoxy)-3-(3,4-dihydroisoquinolin-2(1H)-yl)propan-2-ol (200 mg, 0.55 mmol) in a mixed solution (Dioxane/H2O=4/1 mL) were added 1-methyl-6-(4,4,5,5-tetramethyl-1,3,2-dioxaborolan-2-yl)-1H-benzo[d]imidazole (214 mg, 0.83 mmol), Pd(dppf)Cl2 (40 mg, 0.06 mmol) and Cs2CO3 (360 mg, 1.10 mmol). The reaction mixture was heated at 120° C. under microwave condition for 40 min. The solvent was removed by concentration and the residue was dissolved in ethyl acetate, washed with w... The reactants are C(C1=CC=CC=C1)Br (benzyl bromide), O (water), O1C(CCCC1)O[C@@H](CO)C ((2R)-2-tetrahydropyranyloxy-1-hydroxypropane), [H-].[Na+] (sodium hydride). Solvent: CN(C)C=O (DMF), C1CCOC1 (THF). Conditions: time 6 hour. Product: C(C1=CC=CC=C1)OC[C@@H](C)O ((R)-1-benzyloxy-2-propanol). The yield is 45.5%. Reaction SMILES: O1CCCCC1[O:7][C@H:8]([CH3:11])[CH2:9][OH:10].[H-].[Na+].[CH2:14](Br)[C:15]1[CH:20]=[CH:19][CH:18]=[CH:17][CH:16]=1.O>C1COCC1.CN(C=O)C>[CH2:14]([O:10][CH2:9][C@H:8]([OH:7])[CH3:11])[C:15]1[CH:20]=[CH:19][CH:18]=[CH:17][CH:16]=1 |f:1.2|. Procedure: (2R)-2-tetrahydropyranyloxy-1-hydroxypropane (60 g, 0.37 mol) was dropwise added to a suspension of sodium hydride (60%) (22 g) in THF (100 ml) under ice cooling. After completion of the dropwise addition, a solution of benzyl bromide (70 g) in DMF (300 ml) was dropwise added, followed by agitating the mixture at room temperature for 6 hours, pouring it into water (500 ml), extracting with toluene (300 ml), washing the resulting organic layer with water, concentrating it, dissolving the concentr... Starting materials: C1=C(C=CC2=CC=CC=C12)O (2-naphthol), BrC1C(NC(S1)=O)=O (5-bromo-2,4-thiazolidinedione), C[Si](C)(C)[N-][Si](C)(C)C.[Li+] (lithium bis(tri-methylsilyl)amide), C(Cl)(Cl)Cl.C(C)#N (chloroform acetonitrile). The solvent is C1CCOC1 (THF). Product: C1=C(C=CC2=CC=CC=C12)OC1C(NC(S1)=O)=O (5-(2-Naphthalenyloxy)-2,4-thiazolidinedione). The yield is 30.9%. RXN SMILES: [CH:1]1[C:10]2[C:5](=[CH:6][CH:7]=[CH:8][CH:9]=2)[CH:4]=[CH:3][C:2]=1[OH:11].Br[CH:13]1[S:17][C:16](=[O:18])[NH:15][C:14]1=[O:19].C[Si]([N-][Si](C)(C)C)(C)C.[Li+].C(Cl)(Cl)Cl.C(#N)C>C1COCC1>[CH:1]1[C:10]2[C:5](=[CH:6][CH:7]=[CH:8][CH:9]=2)[CH:4]=[CH:3][C:2]=1[O:11][CH:13]1[S:17][C:16](=[O:18])[NH:15][C:14]1=[O:19] |f:2.3,4.5|. Procedure: By a procedure similar to that of method B, a solution of 2-naphthol (5.0 g, 35 mmol ) and 5-bromo-2,4-thiazolidinedione (6.8 g, 35 mmol) in THF (200 mL) was treated with lithium bis(tri-methylsilyl)amide (76 mL, 76 mmol, 1.0M in THF) to give, after chromatography (acid-washed silica gel, chloroform/acetonitrile), 5-(2-Naphthalenyloxy)-2,4-thiazolidinedione (2.8 g, 31% yield): mp 221°-222° C. (acetone/ethyl acetate); 1H NMR (DMSO-d6, 400 MHz) δ6.52 (s, 1H, OCH), 7.1-8.0 (m, 6H, ArH), 10.57 (s, 1... Reactants: O (water), CN(C1=[N+](CCC1)C)C.COS(=O)(=O)[O-] (2-dimethylamino-1-methyl-1-pyrrolinium methylsulfate), C(C)OC(CC1=CC=CC=C1)=O (phenylacetic acid ethyl ester), [Na] (sodium). Solvent: C(C)O (ethanol), C(C)OCC (diethyl ether), CCOCC (ether). Yields the product C(C)OC(=O)C(C1=CC=CC=C1)=C1N(CCC1)C (2-(α-ethoxycarbonyl-benzylidene)-1-methylpyrrolidine). Reaction SMILES: [Na].CN(C)[C:4]1[CH2:8][CH2:7][CH2:6][N+:5]=1[CH3:9].COS([O-])(=O)=O.[CH2:17]([O:19][C:20](=[O:28])[CH2:21][C:22]1[CH:27]=[CH:26][CH:25]=[CH:24][CH:23]=1)[CH3:18].O>C(O)C.CCOCC>[CH2:17]([O:19][C:20]([C:21](=[C:4]1[CH2:8][CH2:7][CH2:6][N:5]1[CH3:9])[C:22]1[CH:27]=[CH:26][CH:25]=[CH:24][CH:23]=1)=[O:28])[CH3:18] |f:1.2,^1:0|. Procedure details: Add a solution of 6.9 g of sodium in 140 ml of ethanol dropwise at 90°, with stirring, in a stream of nitrogen, to 84 g of 2-dimethylamino-1-methyl-1-pyrrolinium-methylsulfate and 37.9 g of phenylacetic acid ethyl ester. Stir the thus-prepared reaction mixture for a further 30 minutes at 90° and then distribute it between water and diethyl ether (300 ml of each). Isolate the product from the ether phase and distil it to obtain a yield of 48 g (85% of theory) of title compound (b.p. 106° to 107° ... RXN SMILES: [CH3:1][N:2]1[C:7](=[O:8])[CH:6]=[C:5]([NH:9][C:10]2[CH:19]=[CH:18][C:17]3[C:12](=[CH:13][CH:14]=[CH:15][CH:16]=3)[CH:11]=2)[C:4]([C:20]([OH:22])=[O:21])=[CH:3]1.FC(F)(F)C(O[C:28]1[C:33]([F:34])=[C:32]([F:35])[C:31]([F:36])=[C:30]([F:37])[C:29]=1[F:38])=O.N1C=CC=CC=1>C1COCC1>[CH3:1][N:2]1[C:7](=[O:8])[CH:6]=[C:5]([NH:9][C:10]2[CH:19]=[CH:18][C:17]3[C:12](=[CH:13][CH:14]=[CH:15][CH:16]=3)[CH:11]=2)[C:4]([C:20]([O:22][C:28]2[C:29]([F:38])=[C:30]([F:37])[C:31]([F:36])=[C:32]([F:35])[C:33]=2[F:34])=[O:21])=[CH:3]1. Yield: 97.0%. Reported procedure: 1-Methyl-4-(2-naphthylamino)-6-oxo-1,6-dihydro-3-pyridinecarboxylic acid and pentafluorophenyl trifluoroacetate were reacted in the presence of pyridine in THF as for example 4, step A. The crude residue was purified by flash chromatography on silica gel (60% EtOAc/Hexane) to give 2,3,4,5,6-pentafluorophenyl 1-methyl-4-(2-naphthylamino)-6-oxo-1,6-dihydro-3-pyridinecarboxylate (97%). 1H NMR [400 MHz, (CD3)2SO]δ 9.06 (s, 1H), 8.97 (s, 1H), 7.98 (d, J=8.8 Hz, 1H), 7.92 (t, J=9.0 Hz, 2H), 7.85 (d, J... Yields the product CN1C=C(C(=CC1=O)NC1=CC2=CC=CC=C2C=C1)C(=O)OC1=C(C(=C(C(=C1F)F)F)F)F (2,3,4,5,6-pentafluorophenyl 1-methyl-4-(2-naphthylamino)-6-oxo-1,6-dihydro-3-pyridinecarboxylate). Solvent: C1CCOC1 (THF). Reactants: CN1C=C(C(=CC1=O)NC1=CC2=CC=CC=C2C=C1)C(=O)O (1-Methyl-4-(2-naphthylamino)-6-oxo-1,6-dihydro-3-pyridinecarboxylic acid), FC(C(=O)OC1=C(C(=C(C(=C1F)F)F)F)F)(F)F (pentafluorophenyl trifluoroacetate), N1=CC=CC=C1 (pyridine). Starting materials: C(C)(C)C=1NC2=C(N1)C=C(C=C2C(=O)OC)N(C(=O)OC(C)(C)C)C2CCNCC2 (2-isopropyl-4-methoxycarbonyl-6-(N-(tert-butoxycarbonyl)piperidin-4-ylamino)benzimidazole), [H-].[Na+] (NaH), CN(C)C=O (DMF), BrCC1=CC=C2C=CC(=CC2=C1)C#N (7-bromomethyl-2-naphthonitrile), C(C)(=O)OCC (ethyl acetate). Solvent: O (H2O). Conditions: time 30 minute. Yields the product C(#N)C1=CC=C(C2=CC=CC=C12)CN1C(=NC2=C1C=C(C=C2C(=O)OC)N(C(=O)OC(C)(C)C)C2CCNCC2)C(C)C (1-(4-cyanonaphth-1-yl)methyl-2-isopropyl-4-methoxycarbonyl-6-(N-(tert-butoxycarbonyl)piperidin-4-ylamino)benzimidazole), C(#N)C1=CC=C(C2=CC=CC=C12)CN1C(=NC2=C1C(=CC(=C2)N(C(=O)OC(C)(C)C)C2CCNCC2)C(=O)OC)C(C)C (1-(4-cyanonaphth-1-yl)methyl-2-isopropyl-7-methoxycarbonyl-5-(N-(tert-butoxycarbonyl)-piperidin-4-ylamino)benzimidazole). Reaction SMILES: [CH:1]([C:4]1[NH:5][C:6]2[C:12]([C:13]([O:15][CH3:16])=[O:14])=[CH:11][C:10]([N:17]([CH:25]3[CH2:30][CH2:29][NH:28][CH2:27][CH2:26]3)[C:18]([O:20][C:21]([CH3:24])([CH3:23])[CH3:22])=[O:19])=[CH:9][C:7]=2[N:8]=1)([CH3:3])[CH3:2].[H-].[Na+].BrC[C:35]1[CH:44]=[C:43]2[C:38]([CH:39]=[CH:40][C:41](C#N)=[CH:42]2)=[CH:37][CH:36]=1.[C:47](O[CH2:51][CH3:52])(=O)C.[CH3:53][N:54]([CH:56]=O)C>O>[C:53]([C:39]1[C:38]2[C:43](=[CH:44][CH:35]=[CH:36][CH:37]=2)[C:42]([CH2:47][N:8]2[C:7]3[CH:9]=[C:10]([N:17]([CH:25]4[CH2:26][CH2:27][NH:28][CH2:29][CH2:30]4)[C:18]([O:20][C:21]([CH3:24])([CH3:22])[CH3:23])=[O:19])[CH:11]=[C:12]([C:13]([O:15][CH3:16])=[O:14])[C:6]=3[N:5]=[C:4]2[CH:1]([CH3:3])[CH3:2])=[CH:41][CH:40]=1)#[N:54].[C:56]([C:39]1[C:38]2[C:37](=[CH:36][CH:35]=[CH:44][CH:43]=2)[C:51]([CH2:52][N:5]2[C:6]3[C:12]([C:13]([O:15][CH3:16])=[O:14])=[CH:11][C:10]([N:17]([CH:25]4[CH2:26][CH2:27][NH:28][CH2:29][CH2:30]4)[C:18]([O:20][C:21]([CH3:24])([CH3:22])[CH3:23])=[O:19])=[CH:9][C:7]=3[N:8]=[C:4]2[CH:1]([CH3:3])[CH3:2])=[CH:41][CH:40]=1)#[N:54] |f:1.2|. Procedure: To 2-isopropyl-4-methoxycarbonyl-6-(N-(tert-butoxycarbonyl)piperidin-4-ylamino)benzimidazole (3.3 g) in DMF (200 mL) was added NaH (0.35 g) at ambient temperature. After stirring at ambient temperature for 30 minutes, the reaction flask was cooled to -10° C. and 7-bromomethyl-2-naphthonitrile (2.2 g) was added. The reaction was allowed to warm to ambient temperature and stirred at ambient temperature for 15 hours. The reaction was worked up between ethyl acetate and H2O. The organic layer was dr... The reactants are S(=O)(Cl)Cl (thionyl chloride), ClCC(=O)NC=1SC=C(N1)C(C(=O)O)=NOC (2-(2-chloroacetamido-4-thiazolyl)-2-methoxyiminoacetic acid), NC1[C@@H]2N(C(=C(CS2)CSC(C)=O)C(=O)O)C1=O (7-amino-3-acetylthiomethyl-ceph-3-eme-4-carboxylic acid). The solvent is C(Cl)Cl (methylene chloride), C(Cl)Cl (methylene chloride), C(C)N(CC)CC (triethylamine), C(Cl)Cl (methylene chloride), C(C)N(CC)CC (triethylamine). Reaction conditions: time 15 minute. Product: C(C)(=O)SCC=1CS[C@H]2N(C1C(=O)O)C(C2NC(C(=NOC)C=2N=C(SC2)NC(CCl)=O)=O)=O (3-acetylthiomethyl-7-[{2-(2-chloroacetamido-4-thiazolyl)-2-methoxyiminoacetyl}amino]-ceph-3-eme-4-carboxylic acid). As a reaction SMILES: S(Cl)(Cl)=O.[Cl:5][CH2:6][C:7]([NH:9][C:10]1[S:11][CH:12]=[C:13]([C:15](=[N:19][O:20][CH3:21])[C:16]([OH:18])=O)[N:14]=1)=[O:8].[NH2:22][CH:23]1[C:38](=[O:39])[N:25]2[C:26]([C:35]([OH:37])=[O:36])=[C:27]([CH2:30][S:31][C:32](=[O:34])[CH3:33])[CH2:28][S:29][C@H:24]12>C(Cl)Cl.C(N(CC)CC)C>[C:32]([S:31][CH2:30][C:27]1[CH2:28][S:29][C@@H:24]2[CH:23]([NH:22][C:16](=[O:18])[C:15]([C:13]3[N:14]=[C:10]([NH:9][C:7](=[O:8])[CH2:6][Cl:5])[S:11][CH:12]=3)=[N:19][O:20][CH3:21])[C:38](=[O:39])[N:25]2[C:26]=1[C:35]([OH:37])=[O:36])(=[O:34])[CH3:33]. Procedure: 3.8 ml of thionyl chloride and 26 ml of methylene chloride were added at 0° C. under nitrogen to a mixture of 15.3 g of the syn isomer of 2-(2-chloroacetamido-4-thiazolyl)-2-methoxyiminoacetic acid in 80 ml of methylene chloride and after standing at 0° C. for 15 minutes, 7 ml of triethylamine were added thereto. A mixture of 14.4 g of 7-amino-3-acetylthiomethyl-ceph-3-eme-4-carboxylic acid in 100 ml of methylene chloride and 14 ml of triethylamine were added to the mixture at 0° C. under nitrog... Starting materials: C(C)OC(CN(C(C)(C)C)C(C1=CC(=CC=C1)COC1=CC=C(C=C1)C1=C(C=C(C(=C1)F)F)OC)=O)=O ({[3-(4′,5′-difluoro-2′-methoxy-biphenyl-4-yloxymethyl)-benzoyl]-tert-butyl-amino}-acetic acid ethyl ester), [Li+].[OH-] (LiOH). Run in C1CCOC1 (THF), O (water). Product: C(C)(C)(C)N(C(C1=CC(=CC=C1)COC1=CC=C(C=C1)C1=C(C=C(C(=C1)F)F)OC)=O)CC(=O)O ({tert-butyl-[3-(4′,5′-difluoro-2′-methoxy-biphenyl-4-yloxymethyl)-benzoyl]-amino}-acetic acid). RXN SMILES: C([O:3][C:4](=[O:37])[CH2:5][N:6]([C:11](=[O:36])[C:12]1[CH:17]=[CH:16][CH:15]=[C:14]([CH2:18][O:19][C:20]2[CH:25]=[CH:24][C:23]([C:26]3[CH:31]=[C:30]([F:32])[C:29]([F:33])=[CH:28][C:27]=3[O:34][CH3:35])=[CH:22][CH:21]=2)[CH:13]=1)[C:7]([CH3:10])([CH3:9])[CH3:8])C.[Li+].[OH-]>C1COCC1.O>[C:7]([N:6]([CH2:5][C:4]([OH:37])=[O:3])[C:11](=[O:36])[C:12]1[CH:17]=[CH:16][CH:15]=[C:14]([CH2:18][O:19][C:20]2[CH:25]=[CH:24][C:23]([C:26]3[CH:31]=[C:30]([F:32])[C:29]([F:33])=[CH:28][C:27]=3[O:34][CH3:35])=[CH:22][CH:21]=2)[CH:13]=1)([CH3:10])([CH3:8])[CH3:9] |f:1.2|. Procedure: A solution of {[3-(4′,5′-difluoro-2′-methoxy-biphenyl-4-yloxymethyl)-benzoyl]-tert-butyl-amino}-acetic acid ethyl ester (11.6 g, 23.3 mmol) in THF (500 mL) was treated with a solution LiOH (2.8 g, 116.7 mmol) in water (500 mL) at room temperature for 12 h. THF was then removed by evaporation. The mixture was then poured into ice and carefully acidified with dilute HCl to pH-1. The precipitate was collected by filtration, washed with water, and dried in vacuum to afford {tert-butyl-[3-(4′,5′-difl...